This data is from the Open Reaction Database (ORD), a public repository of structured organic reaction records. The task is: describe an organic reaction: reactants, conditions, products, and yield The reactants are COC1=C(CN)C=CC(=C1)OC (2,4-dimethoxybenzylamine), ClC1=C2C(=CN=N1)OCCC2 (5-chloro-3,4-dihydro-2H-pyrano[2,3-d]pyridazine), C(C)(C)N(C(C)C)CC (N,N-diisopropylethylamine), COC1=C(CN)C=CC(=C1)OC (2,4-dimethoxybenzylamine). The solvent is C(C)(C)O (isopropanol). Reaction conditions: temperature 115 celsius, time 18 hour. The product is COC1=C(CNC2=C3C(=CN=N2)OCCC3)C=CC(=C1)OC (N-(2,4-dimethoxybenzyl)-3,4-dihydro-2H-pyrano[2,3-d]pyridazin-5-amine). Yield: 60.0%. RXN SMILES: Cl[C:2]1[N:7]=[N:6][CH:5]=[C:4]2[O:8][CH2:9][CH2:10][CH2:11][C:3]=12.C(N(CC)C(C)C)(C)C.[CH3:21][O:22][C:23]1[CH:30]=[C:29]([O:31][CH3:32])[CH:28]=[CH:27][C:24]=1[CH2:25][NH2:26]>C(O)(C)C>[CH3:21][O:22][C:23]1[CH:30]=[C:29]([O:31][CH3:32])[CH:28]=[CH:27][C:24]=1[CH2:25][NH:26][C:2]1[N:7]=[N:6][CH:5]=[C:4]2[O:8][CH2:9][CH2:10][CH2:11][C:3]=12. Procedure details: A mixture of 5-chloro-3,4-dihydro-2H-pyrano[2,3-d]pyridazine (150 mg, 0.879 mmol), N,N-diisopropylethylamine (0.154 mL, 114 mg, 0.879 mmol), and 2,4-dimethoxybenzylamine (294 mg, 1.76 mmol) in isopropanol (2 mL) was heated in a sealed tube 18 hours at 115° C. and then 4.5 hours at 145° C. before addition of excess 2,4-dimethoxybenzylamine (about 2 g, 12 mmol). The reaction was stirred at 145° C. for 18 hours. After cooling to room temperature, isopropanol was removed in vacuo. The crude was then... The reactants are N1N=CC(=C1)C1=CC2=C(C=3N=C(SC3CCO2)C(=O)O)C=C1 (8-(1H-Pyrazol-4-yl)-4,5-dihydro-6-oxa-3-thia-1-aza-benzo[e]azulene-2-carboxylic acid), FC1(CCNCC1)F (4,4-difluoropiperidine). Yields the product FC1(CCN(CC1)C(=O)C=1SC=2CCOC3=C(C2N1)C=CC(=C3)C=3C=NNC3)F ((4,4-Difluoro-piperidin-1-yl)-[8-(1H-pyrazol-4-yl)-4,5-dihydro-6-oxa-3-thia-1-aza-benzo[e]azulen-2-yl]-methanone). Reaction SMILES: [NH:1]1[CH:5]=[C:4]([C:6]2[CH:22]=[CH:21][C:9]3[C:10]4[N:11]=[C:12]([C:18](O)=[O:19])[S:13][C:14]=4[CH2:15][CH2:16][O:17][C:8]=3[CH:7]=2)[CH:3]=[N:2]1.[F:23][C:24]1([F:30])[CH2:29][CH2:28][NH:27][CH2:26][CH2:25]1>>[F:23][C:24]1([F:30])[CH2:29][CH2:28][N:27]([C:18]([C:12]2[S:13][C:14]3[CH2:15][CH2:16][O:17][C:8]4[CH:7]=[C:6]([C:4]5[CH:3]=[N:2][NH:1][CH:5]=5)[CH:22]=[CH:21][C:9]=4[C:10]=3[N:11]=2)=[O:19])[CH2:26][CH2:25]1. Procedure details: Following the procedure for 103, 8-(1H-Pyrazol-4-yl)-4,5-dihydro-6-oxa-3-thia-1-aza-benzo[e]azulene-2-carboxylic acid (50.0 mg, 0.2 mmol) was reacted with 4,4-difluoropiperidine (1.2 equiv) to give 203 (M+1 417.0) Reactants: C[C@H]1[C@H](N(CCC1)C(=O)C1=C(C=CC(=C1)C)C=1C=NN(C1)C)CNC1=NC=C(C=C1)C(F)(F)F (((2S,3R)-3-methyl-2-(((5-(trifluoromethyl)pyridin-2-yl)amino)methyl)piperidin-1-yl)(5-methyl-2-(1-methyl-1H-pyrazol-4-yl)phenyl)methanone), NC[C@H]1N(CCC[C@H]1C)C(=O)C1=C(C=CC(=C1)C)N1N=CC=N1 (((2S,3R)-2-(aminomethyl)-3-methylpiperidin-1-yl)(5-methyl-2-(2H-1,2,3-triazol-2-yl)phenyl)methanone), BrC1=NC=C(C=C1F)C(F)(F)F (2-bromo-3-fluoro-5-(trifluoromethyl)pyridine). Yields the product FC=1C(=NC=C(C1)C(F)(F)F)NC[C@H]1N(CCC[C@H]1C)C(=O)C1=C(C=CC(=C1)C)N1N=CC=N1 (((2S,3R)-2-(((3-Fluoro-5-(trifluoromethyl)pyridin-2-yl)amino)methyl)-3-methylpiperidin-1-yl)(5-methyl-2-(2H-1,2,3-triazol-2-yl)phenyl)methanone). Reaction SMILES: C[C@@H]1CCCN(C(C2C=C(C)C=CC=2C2C=NN(C)C=2)=O)[C@@H]1CNC1C=CC(C(F)(F)F)=CN=1.[NH2:35][CH2:36][C@@H:37]1[C@H:42]([CH3:43])[CH2:41][CH2:40][CH2:39][N:38]1[C:44]([C:46]1[CH:51]=[C:50]([CH3:52])[CH:49]=[CH:48][C:47]=1[N:53]1[N:57]=[CH:56][CH:55]=[N:54]1)=[O:45].Br[C:59]1[C:64]([F:65])=[CH:63][C:62]([C:66]([F:69])([F:68])[F:67])=[CH:61][N:60]=1>>[F:65][C:64]1[C:59]([NH:35][CH2:36][C@@H:37]2[C@H:42]([CH3:43])[CH2:41][CH2:40][CH2:39][N:38]2[C:44]([C:46]2[CH:51]=[C:50]([CH3:52])[CH:49]=[CH:48][C:47]=2[N:53]2[N:57]=[CH:56][CH:55]=[N:54]2)=[O:45])=[N:60][CH:61]=[C:62]([C:66]([F:68])([F:67])[F:69])[CH:63]=1. Procedure: The title compound was synthesized following the same general protocol as described for ((2S,3R)-3-methyl-2-(((5-(trifluoromethyl)pyridin-2-yl)amino)methyl)piperidin-1-yl)(5-methyl-2-(1-methyl-1H-pyrazol-4-yl)phenyl)methanone in Example A1, using ((2S,3R)-2-(aminomethyl)-3-methylpiperidin-1-yl)(5-methyl-2-(2H-1,2,3-triazol-2-yl)phenyl)methanone and 2-bromo-3-fluoro-5-(trifluoromethyl)pyridine. ESI-MS (m/z): 477 [M+1]+. Starting materials: [Al+3], O=C(O)Cc1cc(F)ccc1Br, [H-], [H-], [H-], [H-], [Li+], C1CCOC1. The product is OCCc1cc(F)ccc1Br. RXN SMILES: [Al+3:14].[Br:1][c:2]1[c:3]([CH2:9][C:10](=[O:11])[OH:12])[cH:4][c:5]([F:8])[cH:6][cH:7]1.[H-:13].[H-:16].[H-:17].[H-:18].[Li+:15].[O:19]1[CH2:20][CH2:21][CH2:22][CH2:23]1>>[Br:1][c:2]1[c:3]([CH2:9][CH2:10][OH:11])[cH:4][c:5]([F:8])[cH:6][cH:7]1. Starting materials: C1(CC1)CBr (Cyclopropylmethyl bromide), C([O-])([O-])=O.[Cs+].[Cs+] (cesium carbonate), IC=1C=C(C(NC1)=O)NC(OCC1=CC=CC=C1)=O (benzyl 5-iodo-2-oxo-1,2-dihydropyridin-3-ylcarbamate). Solvent: CN(C=O)C (dimethylformamide), O (water). Reaction conditions: time 8 hour. The product is C1(CC1)CN1C(C(=CC(=C1)I)NC(OCC1=CC=CC=C1)=O)=O (Benzyl 1-(cyclopropylmethyl)-5-iodo-2-oxo-1,2-dihydropyridin-3-ylcarbamate). Yield: 67.9%. Reaction SMILES: [CH:1]1([CH2:4]Br)[CH2:3][CH2:2]1.C(=O)([O-])[O-].[Cs+].[Cs+].[I:12][C:13]1[CH:14]=[C:15]([NH:20][C:21](=[O:30])[O:22][CH2:23][C:24]2[CH:29]=[CH:28][CH:27]=[CH:26][CH:25]=2)[C:16](=[O:19])[NH:17][CH:18]=1>CN(C)C=O.O>[CH:1]1([CH2:4][N:17]2[CH:18]=[C:13]([I:12])[CH:14]=[C:15]([NH:20][C:21](=[O:30])[O:22][CH2:23][C:24]3[CH:25]=[CH:26][CH:27]=[CH:28][CH:29]=3)[C:16]2=[O:19])[CH2:3][CH2:2]1 |f:1.2.3|. Procedure details: Cyclopropylmethyl bromide (0.100 mL, 0.99 mmol) and cesium carbonate (0.323 mg, 0.99 mmol) were added to a solution of benzyl 5-iodo-2-oxo-1,2-dihydropyridin-3-ylcarbamate (0.245 g, 0.66 mmol) in dimethylformamide (3 mL) and stirred overnight. The mixture was diluted with water and extracted with ethyl acetate. The organic layer was washed with saturated brine, dried over magnesium sulfate, filtered, and concentrated. Purification by chromatography (silica gel, 10% to 50% ethyl acetate in hexane...